Dataset: the Open Reaction Database (ORD), a public repository of structured organic reaction records. Task: describe an organic reaction: reactants, conditions, products, and yield Starting materials: hydrochloride salt, CC1(C2CNCC12)C=1C=C(C=CC1)NS(=O)(=O)C (N-[3-(6-methyl-3-azabicyclo[3.1.0]hex-6-yl)phenyl]methanesulfonamide), C(O)([O-])=O.[Na+] (sodium hydrogen carbonate), O.ON1N=NC2=C1C=CC=C2 (1-hydroxybenzotriazole monohydrate), Cl.CN(CCCN=C=NCC)C (1-(3-dimethylaminopropyl)-3-ethylcarbodiimide hydrochloride), CC1=CC=CC(=N1)/C=C/C(=O)O ((E)-3-(6-methyl-2-pyridinyl)-2-propenoic acid). The solvent is CN(C=O)C (N,N-dimethylformamide), ClCCl (dichloromethane), O (water). Conditions: time 15 minute. Yields the product N (ammonia), CC1(C2CN(CC12)C(\C=C\C1=NC(=CC=C1)C)=O)C=1C=C(C=CC1)NS(=O)(=O)C (N-(3-{6-Methyl-3-[(E)-3-(6-methyl-2-pyridinyl)-2-propenoyl]-3-azabicyclo[3.1.0]hex-6-yl}phenyl)methanesulfonamide). Yield: 70.3%. Reaction SMILES: O.O[N:3]1C2C=CC=CC=2N=N1.Cl.CN(C)CCCN=C=NCC.[CH3:24][C:25]1[N:30]=[C:29](/[CH:31]=[CH:32]/[C:33]([OH:35])=O)[CH:28]=[CH:27][CH:26]=1.[CH3:36][C:37]1([C:43]2[CH:44]=[C:45]([NH:49][S:50]([CH3:53])(=[O:52])=[O:51])[CH:46]=[CH:47][CH:48]=2)[CH:42]2[CH:38]1[CH2:39][NH:40][CH2:41]2.C(=O)([O-])O.[Na+]>CN(C)C=O.ClCCl.O>[NH3:3].[CH3:36][C:37]1([C:43]2[CH:44]=[C:45]([NH:49][S:50]([CH3:53])(=[O:52])=[O:51])[CH:46]=[CH:47][CH:48]=2)[CH:42]2[CH:38]1[CH2:39][N:40]([C:33](=[O:35])/[CH:32]=[CH:31]/[C:29]1[CH:28]=[CH:27][CH:26]=[C:25]([CH3:24])[N:30]=1)[CH2:41]2 |f:0.1,2.3,6.7|. Procedure: A solution of 1-hydroxybenzotriazole monohydrate (112 mg, 0.73 mmol) and 1-(3-dimethylaminopropyl)-3-ethylcarbodiimide hydrochloride (153 mg, 0.80 mmol) in N,N-dimethylformamide (5 ml) was added to (E)-3-(6-methyl-2-pyridinyl)-2-propenoic acid (F. Freeman, L. Y. Chang, J. C. Kappos and L. Sumarta, J. Org. Chem., 1987, 52, 1460; 108 mg, 0.66 mmol). After stirring at room temperature for 15 min, the mixture was added to the hydrochloride salt of N-[3-(6-methyl-3-azabicyclo[3.1.0]hex-6-yl)phenyl]me... Reactants: BrC=1C=NC(=NC1)N1CCOCC1 (4-(5-bromo-pyrimidin-2-yl)-morpholine), CC(C)C1=CC(=C(C(=C1)C(C)C)C2=C(C=CC=C2)P(C3CCCCC3)C4CCCCC4)C(C)C (X-Phos), C(C)(C)(C)OC(=O)N1CCC(CC1)N (4-amino-piperidine-1-carboxylic acid tert-butyl ester), O([K])C(C)(C)C (KOtert-Bu), C1(CCCCC1)P(C1=C(C=CC=C1)C1=C(C=C(C=C1C(C)C)C(C)C)C(C)C)C1CCCCC1 (dicyclohexyl-(2′,4′,6′-triisopropyl-biphenyl-2-yl)-phosphane). Reagents/catalysts: C=1C=CC(=CC1)/C=C/C(=O)/C=C/C2=CC=CC=C2.C=1C=CC(=CC1)/C=C/C(=O)/C=C/C2=CC=CC=C2.C=1C=CC(=CC1)/C=C/C(=O)/C=C/C2=CC=CC=C2.[Pd].[Pd] (tris(dibenzylideneacetone)dipalladium(0)). Run in C1(=CC=CC=C1)C (toluene). Reaction conditions: temperature 100 celsius, time 16 hour. Product: C(C)(C)(C)OC(=O)N1CCC(CC1)NC=1C=NC(=NC1)N1CCOCC1 (4-(2-Morpholin-4-yl-pyrimidin-5-ylamino)-piperidine-1-carboxylic acid tert-butyl ester). Yield: 2.0%. RXN SMILES: Br[C:2]1[CH:3]=[N:4][C:5]([N:8]2[CH2:13][CH2:12][O:11][CH2:10][CH2:9]2)=[N:6][CH:7]=1.[C:14]([O:18][C:19]([N:21]1[CH2:26][CH2:25][CH:24]([NH2:27])[CH2:23][CH2:22]1)=[O:20])([CH3:17])([CH3:16])[CH3:15].O(C(C)(C)C)[K].C1(P(C2CCCCC2)C2C=CC=CC=2C2C(C(C)C)=CC(C(C)C)=CC=2C(C)C)CCCCC1>C1(C)C=CC=CC=1.C1C=CC(/C=C/C(/C=C/C2C=CC=CC=2)=O)=CC=1.C1C=CC(/C=C/C(/C=C/C2C=CC=CC=2)=O)=CC=1.C1C=CC(/C=C/C(/C=C/C2C=CC=CC=2)=O)=CC=1.[Pd].[Pd]>[C:14]([O:18][C:19]([N:21]1[CH2:26][CH2:25][CH:24]([NH:27][C:2]2[CH:3]=[N:4][C:5]([N:8]3[CH2:13][CH2:12][O:11][CH2:10][CH2:9]3)=[N:6][CH:7]=2)[CH2:23][CH2:22]1)=[O:20])([CH3:17])([CH3:15])[CH3:16] |f:5.6.7.8.9|. Procedure details: To a degassed solution of 4-(5-bromo-pyrimidin-2-yl)-morpholine (4.70 g, 19.26 mmol, 1.0 equiv; commercially available) and 4-amino-piperidine-1-carboxylic acid tert-butyl ester (4.63 g, 23.11 mmol, 1.2 equiv; commercially available) in toluene (40 mL) was added KOtert-Bu (5.40 g, 48.15 mmol, 2.5 equiv), dicyclohexyl-(2′,4′,6′-triisopropyl-biphenyl-2-yl)-phosphane (0.18 g, 0.39 mmol, 0.02 equiv; X-Phos ligand [CAS RN 564483-18-7]; commercially available from Strem Chemicals, USA) and tris(dibenz... Starting materials: Cc1ccc(C(=O)N(CCCNC(=O)OC(C)(C)C)C(c2nc3ccccc3nc2Cc2ccccc2)C2CC2)cc1, CCOCC, Cl, C1COCCO1. Yields the product Cl, Cc1ccc(C(=O)N(CCCN)C(c2nc3ccccc3nc2Cc2ccccc2)C2CC2)cc1. RXN SMILES: [C:1]([O:2][C:3](=[O:4])[NH:7][CH2:8][CH2:9][CH2:10][N:11]([C:12]([c:13]1[cH:14][cH:15][c:16]([CH3:19])[cH:17][cH:18]1)=[O:20])[CH:21]([CH:22]1[CH2:23][CH2:24]1)[c:25]1[n:26][c:27]2[cH:28][cH:29][cH:30][cH:31][c:32]2[n:33][c:34]1[CH2:35][c:36]1[cH:37][cH:38][cH:39][cH:40][cH:41]1)([CH3:5])([CH3:6])[CH3:42].[CH3:44][CH2:45][O:46][CH2:47][CH3:48].[ClH:43].[O:49]1[CH2:50][CH2:51][O:52][CH2:53][CH2:54]1>>[ClH:43].[NH2:7][CH2:8][CH2:9][CH2:10][N:11]([C:12]([c:13]1[cH:14][cH:15][c:16]([CH3:19])[cH:17][cH:18]1)=[O:20])[CH:21]([CH:22]1[CH2:23][CH2:24]1)[c:25]1[n:26][c:27]2[cH:28][cH:29][cH:30][cH:31][c:32]2[n:33][c:34]1[CH2:35][c:36]1[cH:37][cH:38][cH:39][cH:40][cH:41]1. Starting materials: resultant mixture, BrC=1C=C(C=CC1)N1C=NC2=C1C=CC(=C2)CN2C(C1=CC=CC=C1C2=O)=O (2-[1-(3-bromo-phenyl)-1H-benzimidazole-5-ylmethyl]-isoindole-1,3-dione), C(CCC)[Sn](C1=NC=CC=C1)(CCCC)CCCC (2-tributylstannylpyridine). Reagents/catalysts: C=1C=CC(=CC1)[P](C=2C=CC=CC2)(C=3C=CC=CC3)[Pd]([P](C=4C=CC=CC4)(C=5C=CC=CC5)C=6C=CC=CC6)([P](C=7C=CC=CC7)(C=8C=CC=CC8)C=9C=CC=CC9)[P](C=1C=CC=CC1)(C=1C=CC=CC1)C=1C=CC=CC1 (tetrakis(triphenylphosphine)palladium(0)). Solvent: C1CCOC1 (THF). Reaction SMILES: Br[C:2]1[CH:3]=[C:4]([N:8]2[C:12]3[CH:13]=[CH:14][C:15]([CH2:17][N:18]4[C:26](=[O:27])[C:25]5[C:20](=[CH:21][CH:22]=[CH:23][CH:24]=5)[C:19]4=[O:28])=[CH:16][C:11]=3[N:10]=[CH:9]2)[CH:5]=[CH:6][CH:7]=1.C([Sn](CCCC)(CCCC)[C:34]1[CH:39]=[CH:38][CH:37]=[CH:36][N:35]=1)CCC>C1COCC1.C1C=CC([P]([Pd]([P](C2C=CC=CC=2)(C2C=CC=CC=2)C2C=CC=CC=2)([P](C2C=CC=CC=2)(C2C=CC=CC=2)C2C=CC=CC=2)[P](C2C=CC=CC=2)(C2C=CC=CC=2)C2C=CC=CC=2)(C2C=CC=CC=2)C2C=CC=CC=2)=CC=1>[N:35]1[CH:36]=[CH:37][CH:38]=[CH:39][C:34]=1[C:2]1[CH:3]=[C:4]([N:8]2[C:12]3[CH:13]=[CH:14][C:15]([CH2:17][N:18]4[C:19](=[O:28])[C:20]5[C:25](=[CH:24][CH:23]=[CH:22][CH:21]=5)[C:26]4=[O:27])=[CH:16][C:11]=3[N:10]=[CH:9]2)[CH:5]=[CH:6][CH:7]=1 |^1:56,58,77,96|. The product is N1=C(C=CC=C1)C=1C=C(C=CC1)N1C=NC2=C1C=CC(=C2)CN2C(C1=CC=CC=C1C2=O)=O (2-[1-(3-(Pyridin-2-yl)-phenyl)-1H-benzoimidazol-5-ylmethyl]-isoindole-1,3-dione). Procedure: To a solution of 2-[1-(3-bromo-phenyl)-1H-benzimidazole-5-ylmethyl]-isoindole-1,3-dione (1.0 g, 2.31 mmol) in anhydrous THF (20 ml) was added 2-tributylstannylpyridine (0.82 ml, 2.54 mmol) and a catalytic amount of tetrakis(triphenylphosphine)palladium(0) (60 mg) and the resultant mixture was stirred at reflux in a nitrogen atmosphere for 3 days. The reaction mixture was quenched with aqueous ammonia and extracted with ethyl acetate. The organic extract was dried over magnesium sulphate and conc...